describe an organic reaction: reactants, conditions, products, and yield From a dataset of the Open Reaction Database (ORD), a public repository of structured organic reaction records. Reactants: O (water), C([O-])([O-])=O.[K+].[K+] (potassium carbonate), C(C1=CC=CC=C1)Br (benzyl bromide), OC1=C(C=C(C=O)C=C1)OC (4-hydroxy-3-methoxybenzaldehyde). Run in CN(C=O)C (dimethylformamide). Reaction conditions: temperature 80 celsius, time 1.5 hour. Yields the product C(C1=CC=CC=C1)OC1=C(C=C(C=O)C=C1)OC (4-benzyloxy-3-methoxybenzaldehyde). Isolated yield 89.0%. RXN SMILES: [OH:1][C:2]1[CH:9]=[CH:8][C:5]([CH:6]=[O:7])=[CH:4][C:3]=1[O:10][CH3:11].C(=O)([O-])[O-].[K+].[K+].[CH2:18](Br)[C:19]1[CH:24]=[CH:23][CH:22]=[CH:21][CH:20]=1.O>CN(C)C=O>[CH2:18]([O:1][C:2]1[CH:9]=[CH:8][C:5]([CH:6]=[O:7])=[CH:4][C:3]=1[O:10][CH3:11])[C:19]1[CH:24]=[CH:23][CH:22]=[CH:21][CH:20]=1 |f:1.2.3|. Reported procedure: 100 g of 4-hydroxy-3-methoxybenzaldehyde was dissolved in 700 ml of dimethylformamide, further 100 g of anhydrous potassium carbonate and 90 ml of benzyl bromide were added thereto, and the mixture was stirred for 1.5 hours at 80° C. After the completion of the reaction, the reaction solution was poured into 1 liter of water and extracted with 300 ml of ethyl acetate three times. The ethyl acetate layer was washed with water twice and dried over anhydrous magnesium sulfate and then concentrated.... Reactants: C(C)(C)(C)OC(=O)N[C@@]1([C@@H]2[C@H]([C@@H]2C[C@@H]1F)C(=O)O)C(=O)O ((1S,2S,3S,5R,6S)-2-((tert-butoxycarbonyl)amino)-3-fluorobicyclo[3.1.0]hexane-2,6-dicarboxylic acid), C([O-])([O-])=O.[K+].[K+] (potassium carbonate), O (water). Run in CN(C=O)C (N,N-dimethylformamide), C(C=C)Br (allyl bromide). Conditions: time 18 hour. The product is C(C)(C)(C)OC(=O)N[C@@]1([C@@H]2[C@H]([C@@H]2C[C@@H]1F)C(=O)OCC=C)C(=O)OCC=C ((1S,2S,3S,5R,6S)-diallyl 2-((tert-butoxycarbonyl)amino)-3-fluorobicyclo[3.1.0]hexane-2,6-dicarboxylate). The yield is 181.3%. RXN SMILES: [C:1]([O:5][C:6]([NH:8][C@@:9]1([C:19]([OH:21])=[O:20])[C@@H:14]([F:15])[CH2:13][C@@H:12]2[C@H:10]1[C@H:11]2[C:16]([OH:18])=[O:17])=[O:7])([CH3:4])([CH3:3])[CH3:2].C(=O)([O-])[O-].[K+].[K+].O>CN(C)C=O.C(Br)C=C>[C:1]([O:5][C:6]([NH:8][C@@:9]1([C:19]([O:21][CH2:14][CH:9]=[CH2:10])=[O:20])[C@@H:14]([F:15])[CH2:13][C@@H:12]2[C@H:10]1[C@H:11]2[C:16]([O:18][CH2:3][CH:1]=[CH2:2])=[O:17])=[O:7])([CH3:4])([CH3:2])[CH3:3] |f:1.2.3|. Procedure: To a solution of (1S,2S,3S,5R,6S)-2-((tert-butoxycarbonyl)amino)-3-fluorobicyclo[3.1.0]hexane-2,6-dicarboxylic acid (D-13-1, 1.30 g) in N,N-dimethylformamide (25 mL), allyl bromide (1.09 mL) and potassium carbonate (1.18 g) were added at room temperature, and the mixture was stirred at the same temperature for 18 hours. To the reaction solution, water was added, and the mixture was extracted three times with ethyl acetate. The combined organic layer was washed three times with 5% saline and once... The reactants are C(C)(C)C1(N=C(NC1=O)C1=C(C(=O)OC)C=CC2=C1OCO2)C (Methyl 2-(4-isopropyl-4-methyl-5-oxo-2-imidazolin-2-yl)-3,4-(methylenedioxy)benzoate), [OH-].[Na+] (sodium hydroxide). Conditions: temperature 0 celsius, time 15 hour. Yields the product C(C)(C)C1(N=C(NC1=O)C1=C(C(=O)O)C=CC2=C1OCO2)C (2-(4-Isopropyl-4-methyl-5-oxo-2-imidazolin-2-yl) -3.4-(methylenedioxy)benzoic acid). Reaction SMILES: [CH:1]([C:4]1([CH3:23])[C:8](=[O:9])[NH:7][C:6]([C:10]2[C:19]3[O:20][CH2:21][O:22][C:18]=3[CH:17]=[CH:16][C:11]=2[C:12]([O:14]C)=[O:13])=[N:5]1)([CH3:3])[CH3:2].[OH-].[Na+]>>[CH:1]([C:4]1([CH3:23])[C:8](=[O:9])[NH:7][C:6]([C:10]2[C:19]3[O:20][CH2:21][O:22][C:18]=3[CH:17]=[CH:16][C:11]=2[C:12]([OH:14])=[O:13])=[N:5]1)([CH3:3])[CH3:2] |f:1.2|. Procedure: Methyl 2-(4-isopropyl-4-methyl-5-oxo-2-imidazolin-2-yl)-3,4-(methylenedioxy)benzoate (6.00 g, 16.9 mmol) is added to 7.5N sulfuric (100 mL), stirred for 15 hours at reflux temperature, cooled to 0° C. and treated with 6N sodium hydroxide to pH 4. The resultant mixture is continuously extracted with ethyl acetate overnight, and the organic layer is concentrated in vacuo to afford the title product as a white solid, 3.40 g (59.1%), mp 172°-176° C. The reactants are CC12CCC(=O)C=C1N(C(C)(C)C)CC1C2CCC2(CC(=O)O)C(C(=O)O)CCC12, CC(C)(C)N. Yields the product CC(C)(C)NC(=O)C1CCC2C3CN(C(C)(C)C)C4=CC(=O)CCC4(C)C3CCC12CC(=O)O. As a reaction SMILES: [C:1](=[O:2])([OH:3])[CH:4]1[C:5]2([CH2:6][C:7](=[O:8])[OH:9])[CH:10]([CH2:11][CH2:12]1)[CH:13]1[CH2:14][N:15]([C:27]([CH3:28])([CH3:29])[CH3:30])[C:16]3=[CH:17][C:18](=[O:26])[CH2:19][CH2:20][C:21]3([CH3:22])[CH:23]1[CH2:24][CH2:25]2.[C:31]([CH3:32])([CH3:33])([CH3:34])[NH2:35]>>[C:1](=[O:2])([CH:4]1[C:5]2([CH2:6][C:7](=[O:8])[OH:9])[CH:10]([CH2:11][CH2:12]1)[CH:13]1[CH2:14][N:15]([C:27]([CH3:28])([CH3:29])[CH3:30])[C:16]3=[CH:17][C:18](=[O:26])[CH2:19][CH2:20][C:21]3([CH3:22])[CH:23]1[CH2:24][CH2:25]2)[NH:35][C:31]([CH3:32])([CH3:33])[CH3:34].